This data is from the Open Reaction Database (ORD), a public repository of structured organic reaction records. The task is: describe an organic reaction: reactants, conditions, products, and yield Starting materials: O (water), [OH-].[Na+] (sodium hydroxide), O (water), FC(C(=O)OCC)(CCC1=CC=CC=C1)F (Ethyl 2,2-difluoro-4-phenylbutanoate), [H-].[Al+3].[Li+].[H-].[H-].[H-] (lithium aluminum hydride). Solvent: O1CCCC1 (tetrahydrofuran). Conditions: time 8 hour. The product is FC(CO)(CCC1=CC=CC=C1)F (2,2-Difluoro-4-phenylbutan-1-ol), oil. Isolated yield 72.0%. As a reaction SMILES: [F:1][C:2]([F:16])([CH2:8][CH2:9][C:10]1[CH:15]=[CH:14][CH:13]=[CH:12][CH:11]=1)[C:3](OCC)=[O:4].[H-].[Al+3].[Li+].[H-].[H-].[H-].O.[OH-].[Na+]>O1CCCC1>[F:1][C:2]([F:16])([CH2:8][CH2:9][C:10]1[CH:15]=[CH:14][CH:13]=[CH:12][CH:11]=1)[CH2:3][OH:4] |f:1.2.3.4.5.6,8.9|. Reported procedure: To a cooled solution of Intermediate 1 (1.0 g, 4.45 mmol) in tetrahydrofuran (15 mL) was added lithium aluminum hydride (0.22 g, 5.78 mmol). The mixture was stirred at room temperature overnight. To the crude reaction was added water (0.3 mL), 4N sodium hydroxide (0.3 ml) and water (0.9 mL). The resulting solid was filtered through Celite and the solvent removed under reduced pressure. The residue was diluted with methylene chloride (20 mL) and washed with water (10 mL), 2N hydrochloric acid (2×... The reactants are NC1=CC(=CN1C(C1=CC=C(C=C1)F)C1=CC=C(C=C1)F)C#N (5-amino-1-[bis(4-fluorophenyl)methyl]-1H-pyrrole-3-carbonitrile), C([O-])(O)=O.[Na+] (sodium bicarbonate), C(C)(=O)CC(C)=O (acetylacetone), Cl (hydrochloric acid). The solvent is C(C)O (ethanol). The product is FC1=CC=C(C=C1)C(N1C=C(C=2C1=NC(=CC2C)C)C#N)C2=CC=C(C=C2)F (1-[Bis(4-fluorophenyl)methyl]-4,6-dimethyl-1H-pyrrolo[2,3-b]pyridine-3-carbonitrile). As a reaction SMILES: [NH2:1][C:2]1[N:6]([CH:7]([C:15]2[CH:20]=[CH:19][C:18]([F:21])=[CH:17][CH:16]=2)[C:8]2[CH:13]=[CH:12][C:11]([F:14])=[CH:10][CH:9]=2)[CH:5]=[C:4]([C:22]#[N:23])[CH:3]=1.[C:24]([CH2:27][C:28](=O)[CH3:29])(=O)[CH3:25].Cl.C(=O)(O)[O-].[Na+]>C(O)C>[F:14][C:11]1[CH:10]=[CH:9][C:8]([CH:7]([C:15]2[CH:20]=[CH:19][C:18]([F:21])=[CH:17][CH:16]=2)[N:6]2[C:2]3=[N:1][C:24]([CH3:25])=[CH:27][C:28]([CH3:29])=[C:3]3[C:4]([C:22]#[N:23])=[CH:5]2)=[CH:13][CH:12]=1 |f:3.4|. Procedure: To a solution of 5-amino-1-[bis(4-fluorophenyl)methyl]-1H-pyrrole-3-carbonitrile (13.9 g, 45.1 mmol) in ethanol (200 ml) was sequentially added acetylacetone (5.02 g, 50.2 mmol) and concentrated hydrochloric acid (2.0 ml). The mixture was heated under reflux for 3 hours, poured into saturated sodium bicarbonate solution and extracted with ethyl acetate. The extract was washed with water, dried over anhydrous magnesium sulfate, and the solvent was distilled off under reduced pressure to give the ... The reactants are O=C([O-])O, COc1cc2nccc(Cl)c2cc1OC, [Na+], Oc1cccc2ccccc12. Yields the product COc1cc2nccc(Oc3cccc4ccccc34)c2cc1OC. Reaction SMILES: [C:27](=[O:28])([O-:29])[OH:30].[Cl:1][c:2]1[cH:3][cH:4][n:5][c:6]2[cH:7][c:8]([O:14][CH3:15])[c:9]([O:12][CH3:13])[cH:10][c:11]12.[Na+:31].[OH:16][c:17]1[cH:18][cH:19][cH:20][c:21]2[cH:22][cH:23][cH:24][cH:25][c:26]12>>[c:2]1([O:16][c:17]2[cH:18][cH:19][cH:20][c:21]3[cH:22][cH:23][cH:24][cH:25][c:26]23)[cH:3][cH:4][n:5][c:6]2[cH:7][c:8]([O:14][CH3:15])[c:9]([O:12][CH3:13])[cH:10][c:11]12.